This data is from the Open Reaction Database (ORD), a public repository of structured organic reaction records. The task is: describe an organic reaction: reactants, conditions, products, and yield Starting materials: C(#N)C1=C(NC2=CC=CC=C12)C(F)(F)F (3-cyano-2-(trifluoromethyl)indole), BrBr (Br2). Run in C(C)(=O)O (acetic acid). Yields the product BrC=1C=C2C(=C(NC2=CC1)C(F)(F)F)C#N (5-Bromo-2-(trifluoromethyl)indole-3-carbonitrile). The yield is 65.0%. Reaction SMILES: [C:1]([C:3]1[C:11]2[C:6](=[CH:7][CH:8]=[CH:9][CH:10]=2)[NH:5][C:4]=1[C:12]([F:15])([F:14])[F:13])#[N:2].[Br:16]Br>C(O)(=O)C>[Br:16][C:9]1[CH:10]=[C:11]2[C:6](=[CH:7][CH:8]=1)[NH:5][C:4]([C:12]([F:15])([F:13])[F:14])=[C:3]2[C:1]#[N:2]. Procedure details: A solution of 3-cyano-2-(trifluoromethyl)indole (1.05 g, 5.0 mmole) in acetic acid is treated with Br2 (0.6 mL, 6.0 mmole) at room temperature, and stirred until reaction is complete by TLC. The reaction mixture is worked up as described in Example 22 to afford the title product as a white solid after chromatography (silica gel and 4:1 hexanes:ethyl acetate) and crystallization, 0.95 g (65% yield), mp 188°-191.5° C., identified by IR, 1HNMR, 19FNMR and mass spectral analyses. Starting materials: C1COCCOCCOCCOCCO1, CCOP(=O)(Cc1ccccc1)OCC, C1CCOC1, O=C(c1cccc(OC(F)(F)F)c1)c1cccc(OC(F)(F)F)c1, [H-], [Na+], O. Yields the product FC(F)(F)Oc1cccc(C(=Cc2ccccc2)c2cccc(OC(F)(F)F)c2)c1. Reaction SMILES: [CH2:3]1[O:4][CH2:5][CH2:6][O:7][CH2:8][CH2:9][O:10][CH2:11][CH2:12][O:13][CH2:14][CH2:15][O:16][CH2:17]1.[CH2:42]([c:43]1[cH:44][cH:45][cH:46][cH:47][cH:48]1)[P:49](=[O:50])([O:51][CH2:52][CH3:53])[O:54][CH2:55][CH3:56].[CH2:57]1[O:58][CH2:59][CH2:60][CH2:61]1.[F:18][C:19]([O:20][c:21]1[cH:22][c:23]([C:27](=[O:28])[c:29]2[cH:30][c:31]([O:35][C:36]([F:37])([F:38])[F:39])[cH:32][cH:33][cH:34]2)[cH:24][cH:25][cH:26]1)([F:40])[F:41].[H-:2].[Na+:1].[OH2:62]>>[F:18][C:19]([O:20][c:21]1[cH:22][c:23]([C:27]([c:29]2[cH:30][c:31]([O:35][C:36]([F:37])([F:38])[F:39])[cH:32][cH:33][cH:34]2)=[CH:42][c:43]2[cH:44][cH:45][cH:46][cH:47][cH:48]2)[cH:24][cH:25][cH:26]1)([F:40])[F:41]. Reactants: ClC=1C=CC(=NC1)NC(=O)C1=C(C=CC=C1)NC(=O)C1=CC=C(C=C1)C1=C(C=CC=C1)C#N (N-{2-[N-(5-chloro(2-pyridyl))carbamoyl]phenyl}[4-(2-cyanophenyl)phenyl]carboxamide), [BH4-].[Na+] (sodium borohydride). The reagents and catalysts are [Co](Cl)Cl (cobalt chloride). The solvent is CN(C)C=O (DMF). Conditions: time 3 day. Product: NCC1=C(C=CC=C1)C1=CC=C(C=C1)C(=O)NC1=C(C=CC=C1)C(NC1=NC=C(C=C1)Cl)=O ({4-[2-(aminomethyl)phenyl]phenyl)-N-(2-[N-(5-chloro(2-pyridyl))carbamoyl]phenyl}carboxamide). Isolated yield 43.1%. RXN SMILES: [Cl:1][C:2]1[CH:3]=[CH:4][C:5]([NH:8][C:9]([C:11]2[CH:16]=[CH:15][CH:14]=[CH:13][C:12]=2[NH:17][C:18]([C:20]2[CH:25]=[CH:24][C:23]([C:26]3[CH:31]=[CH:30][CH:29]=[CH:28][C:27]=3[C:32]#[N:33])=[CH:22][CH:21]=2)=[O:19])=[O:10])=[N:6][CH:7]=1.[BH4-].[Na+]>CN(C=O)C.[Co](Cl)Cl>[NH2:33][CH2:32][C:27]1[CH:28]=[CH:29][CH:30]=[CH:31][C:26]=1[C:23]1[CH:22]=[CH:21][C:20]([C:18]([NH:17][C:12]2[CH:13]=[CH:14][CH:15]=[CH:16][C:11]=2[C:9](=[O:10])[NH:8][C:5]2[CH:4]=[CH:3][C:2]([Cl:1])=[CH:7][N:6]=2)=[O:19])=[CH:25][CH:24]=1 |f:1.2|. Procedure: A mixture of N-{2-[N-(5-chloro(2-pyridyl))carbamoyl]phenyl}[4-(2-cyanophenyl)phenyl]carboxamide (200 mg, 0.442 mmol, 1.0 equiv.), cobalt chloride (86 mg, 0.664 mmol, 1.5 equiv.) and sodium borohydride (50 mg, 1.33 mmol, 3.0 equiv.) in DMF (15 mL) was stirred at 0° C. to rt for 3 days. The reaction was quenched with ice cubes, diluted with DCM (100 mL) and filtered through celite. The filtrate was washed with saturated aqueous NaHCO3. The organic layer was dried over MgSO4, filtered, evaporated a... Reactants: ClC(COC(C1=C(C=CC=C1)CSC1=CC(=CC=C1)CC(=O)OCC1=CC=C(C=C1)C(F)(F)F)=O)(Cl)Cl (2-[3-(4-trifluoromethyl-benzyloxycarbonylmethyl)-phenylsulfanylmethyl]-benzoic acid 2,2,2-trichloro-ethyl ester), Cl (HCl), ClC(COC(C1=C(C=CC=C1)CSC1=CC(=CC=C1)CC(=O)O)=O)(Cl)Cl (2-(3-carboxymethyl-phenylsulfanylmethyl)-benzoic acid 2,2,2-trichloro-ethyl ester), FC(C1=CC=C(C=C1)C(C)O)(F)F (1-(4-trifluoromethyl-phenyl)-ethanol). The reagents and catalysts are CN(C)C=1C=CN=CC1 (DMAP). Run in C(Cl)Cl (DCM), C(CCl)Cl (EDC), CCOC(=O)C (EtOAc), CCCCCCC (heptane). Yields the product ClC(COC(C1=C(C=CC=C1)CSC1=CC(=CC=C1)CC(=O)OCCC1=CC=C(C=C1)C(F)(F)F)=O)(Cl)Cl (2-{3-[2-(4-Trifluoromethyl-phenyl)-ethoxycarbonylmethyl]phenylsulfanylmethyl}-benzoic acid 2,2,2-trichloro-ethyl ester). Yield: 68.0%. RXN SMILES: [Cl:1][C:2]([Cl:37])([Cl:36])[CH2:3][O:4][C:5](=[O:35])[C:6]1[CH:11]=[CH:10][CH:9]=[CH:8][C:7]=1[CH2:12][S:13][C:14]1[CH:19]=[CH:18][CH:17]=[C:16]([CH2:20][C:21]([O:23]CC2C=CC(C(F)(F)F)=CC=2)=[O:22])[CH:15]=1.ClC(Cl)(Cl)COC(=O)C1C=CC=CC=1CSC1C=CC=C(CC(O)=O)C=1.[F:64][C:65]([F:76])([F:75])[C:66]1[CH:71]=[CH:70][C:69]([CH:72](O)[CH3:73])=[CH:68][CH:67]=1.Cl>CN(C1C=CN=CC=1)C.CCCCCCC.CCOC(C)=O.C(Cl)Cl.C(Cl)CCl>[Cl:1][C:2]([Cl:36])([Cl:37])[CH2:3][O:4][C:5](=[O:35])[C:6]1[CH:11]=[CH:10][CH:9]=[CH:8][C:7]=1[CH2:12][S:13][C:14]1[CH:19]=[CH:18][CH:17]=[C:16]([CH2:20][C:21]([O:23][CH2:73][CH2:72][C:69]2[CH:68]=[CH:67][C:66]([C:65]([F:64])([F:75])[F:76])=[CH:71][CH:70]=2)=[O:22])[CH:15]=1. Procedure details: The titled compound was prepared according to the method described for 2-[3-(4-trifluoromethyl-benzyloxycarbonylmethyl)-phenylsulfanylmethyl]-benzoic acid 2,2,2-trichloro-ethyl ester above from 2-(3-carboxymethyl-phenylsulfanylmethyl)-benzoic acid 2,2,2-trichloro-ethyl ester (168 mg, 0.387 mmol), 1-(4-trifluoromethyl-phenyl)-ethanol (88 mg, 0.465 mmol), EDC×HCl (111 mg, 0.581 mmol), DMAP (4.7 mg, 0.039 mmol) and DCM (4 mL). The crude was submitted to flash chromatography using heptane and EtOAc ... Starting materials: O=C1OC(=O)C(Cl)=C1Cl, Nc1ccc2c(=O)n3c(nc2c1)C(=Cc1ccccc1)CC3, C1CCOC1. The product is O=C(O)C(Cl)=C(Cl)C(=O)Nc1ccc2c(=O)n3c(nc2c1)C(=Cc1ccccc1)CC3. As a reaction SMILES: [Cl:23][C:24]1=[C:29]([Cl:30])[C:28](=[O:31])[O:27][C:25]1=[O:26].[NH2:1][c:2]1[cH:3][cH:4][c:5]2[c:6](=[O:22])[n:7]3[c:8]([n:9][c:10]2[cH:11]1)[C:12](=[CH:15][c:16]1[cH:17][cH:18][cH:19][cH:20][cH:21]1)[CH2:13][CH2:14]3.[O:32]1[CH2:33][CH2:34][CH2:35][CH2:36]1>>[NH:1]([c:2]1[cH:3][cH:4][c:5]2[c:6](=[O:22])[n:7]3[c:8]([n:9][c:10]2[cH:11]1)[C:12](=[CH:15][c:16]1[cH:17][cH:18][cH:19][cH:20][cH:21]1)[CH2:13][CH2:14]3)[C:28]([C:29](=[C:24]([Cl:23])[C:25](=[O:26])[OH:27])[Cl:30])=[O:31].